This data is from the Open Reaction Database (ORD), a public repository of structured organic reaction records. The task is: describe an organic reaction: reactants, conditions, products, and yield Reactants: CCOC(=O)Cc1nc(N2CCN(C)CC2)cc2ccccc12, CO, NC=O, CC(C)O, CN(C)C=O. Product: CN1CCN(c2cc3ccccc3c(CC(N)=O)n2)CC1. Reaction SMILES: [CH2:1]([O:3][C:4](=[O:2])[CH2:5][c:6]1[n:7][c:8]([N:16]2[CH2:17][CH2:18][N:19]([CH3:22])[CH2:20][CH2:21]2)[cH:9][c:10]2[cH:11][cH:12][cH:13][cH:14][c:15]12)[CH3:23].[CH3:32][OH:33].[CH:24](=[O:25])[NH2:26].[CH:34]([OH:35])([CH3:36])[CH3:37].[O:27]=[CH:28][N:29]([CH3:30])[CH3:31]>>[O:3]=[C:4]([CH2:5][c:6]1[n:7][c:8]([N:16]2[CH2:17][CH2:18][N:19]([CH3:22])[CH2:20][CH2:21]2)[cH:9][c:10]2[cH:11][cH:12][cH:13][cH:14][c:15]12)[NH2:26]. Reactants: [H][H] (hydrogen), C(C)N1CC2=C(C=CC(C2CC1)Br)[N+](=O)[O-] (N-ethyl-5-bromo-8-nitrotetrahydroisoquinoline). The reagents and catalysts are [Ni] (Raney nickel), [Ni] (Raney nickel). Solvent: C1CCOC1 (THF), CC(=O)C (acetone). Conditions: time 1 hour. Yields the product C(C)N1CC2=C(C=CC(C2CC1)Br)N (N-ethyl-5-bromo-8-aminotetrahydroisoquinoline). As a reaction SMILES: [CH2:1]([N:3]1[CH2:12][CH2:11][CH:10]2[C:5](=[C:6]([N+:14]([O-])=O)[CH:7]=[CH:8][CH:9]2[Br:13])[CH2:4]1)[CH3:2].[H][H]>[Ni].CC(C)=O.C1COCC1>[CH2:1]([N:3]1[CH2:12][CH2:11][CH:10]2[C:5](=[C:6]([NH2:14])[CH:7]=[CH:8][CH:9]2[Br:13])[CH2:4]1)[CH3:2]. Procedure: Raney nickel was refluxed in acetone for 2 hours prior to use to deactivate the metal. The product from Example 26 (0.1 g, 0.35 mmol) was dissolved in THF (10 mL), the Raney nickel added, and the reaction vessel charged with hydrogen gas. After stirring for 1 hour, the Raney nickel was removed by filtration and the solvent removed by filtration to give N-ethyl-5-bromo-8-aminotetrahydroisoquinoline (used without further purification). Reactants: OO (hydrogen peroxide), OC(C=CC1C=CC(C1=CC1=CC(=CC=C1)OC(C)C(=O)OC)=O)CCCCC (4-(3-hydroxy-1-octenyl)-5-[3-(1-methoxycarbonylethyloxy)-phenylmethylidene]-2-cyclopentenone), [Cl-].[NH4+] (ammonium chloride), Cl (hydrochloric acid), [OH-].[Na+] (sodium hydroxide), C(O)([O-])=O.[Na+] (sodium hydrogen carbonate). Solvent: CO (methanol), CC(=O)C (acetone). The product is ClC=1C(C(C(C1)C=CC(CCCCC)O)=CC1=CC(=CC=C1)OC(C)C(=O)OC)=O (2-chloro-4-(3-hydroxy-1-octenyl)-5-[3-(1-methoxycarbonylethyloxy)phenylmethylidene]-2-cyclopentenone). Yield: 41.0%. As a reaction SMILES: OO.[OH:3][CH:4]([CH2:27][CH2:28][CH2:29][CH2:30][CH3:31])[CH:5]=[CH:6][CH:7]1[C:11](=[CH:12][C:13]2[CH:18]=[CH:17][CH:16]=[C:15]([O:19][CH:20]([C:22]([O:24][CH3:25])=[O:23])[CH3:21])[CH:14]=2)[C:10](=[O:26])[CH:9]=[CH:8]1.[OH-].[Na+].[Cl-:34].[NH4+].Cl.C(=O)([O-])O.[Na+]>CO.CC(C)=O>[Cl:34][C:9]1[C:10](=[O:26])[C:11](=[CH:12][C:13]2[CH:18]=[CH:17][CH:16]=[C:15]([O:19][CH:20]([C:22]([O:24][CH3:25])=[O:23])[CH3:21])[CH:14]=2)[CH:7]([CH:6]=[CH:5][CH:4]([OH:3])[CH2:27][CH2:28][CH2:29][CH2:30][CH3:31])[CH:8]=1 |f:2.3,4.5,7.8|. Procedure: 0.2 ml of 30% aqueous hydrogen peroxide was added to a solution of 100 mg (0.25 mmol) of 4-(3-hydroxy-1-octenyl)-5-[3-(1-methoxycarbonylethyloxy)-phenylmethylidene]-2-cyclopentenone in 2 ml of methanol under ice cooling and stirring, and then 50 microliters of 1N sodium hydroxide was added. The mixture was stirred at 0° C. for 20 minutes. A saturated aqueous solution of ammonium chloride was added, and the mixture was extracted with hexane. The organic layer was washed with a saturated aqueous s... Reactants: CNC, Cc1[nH]c2ccccc2c1C(=O)CCCl. Yields the product Cc1[nH]c2ccccc2c1C(=O)CCN(C)C. As a reaction SMILES: [CH3:1][NH:2][CH3:3].[Cl:4][CH2:5][CH2:6][C:7](=[O:8])[c:9]1[c:10]([CH3:18])[nH:11][c:12]2[cH:13][cH:14][cH:15][cH:16][c:17]12>>[CH3:1][N:2]([CH3:3])[CH2:5][CH2:6][C:7](=[O:8])[c:9]1[c:10]([CH3:18])[nH:11][c:12]2[cH:13][cH:14][cH:15][cH:16][c:17]12. The reactants are COC1=C(C=O)C=C(C=C1)C=1SC=CC1 (2-methoxy-5-(thiophen-2-yl)-benzaldehyde), C(C)(=O)C1=CC=C(C(=O)O)C=C1 (4-acetylbenzoic acid). The product is COC1=C(C=C(C=C1)C=1SC=CC1)/C=C/C(=O)C1=CC=C(C(=O)O)C=C1 (4-[3E-(2-Methoxy-5-thiophen-2-yl-phenyl)-acryloyl]-benzoic acid). RXN SMILES: [CH3:1][O:2][C:3]1[CH:10]=[CH:9][C:8]([C:11]2[S:12][CH:13]=[CH:14][CH:15]=2)=[CH:7][C:4]=1[CH:5]=O.[C:16]([C:19]1[CH:27]=[CH:26][C:22]([C:23]([OH:25])=[O:24])=[CH:21][CH:20]=1)(=[O:18])[CH3:17]>>[CH3:1][O:2][C:3]1[CH:10]=[CH:9][C:8]([C:11]2[S:12][CH:13]=[CH:14][CH:15]=2)=[CH:7][C:4]=1/[CH:5]=[CH:17]/[C:16]([C:19]1[CH:27]=[CH:26][C:22]([C:23]([OH:25])=[O:24])=[CH:21][CH:20]=1)=[O:18]. Procedure details: The title compound was prepared by condensing 2-methoxy-5-(thiophen-2-yl)-benzaldehyde (Ex-45A) and 4-acetylbenzoic acid in a similar manner as described in Ex-3. Yellow solid, mp 195–196° C. 1H-NMR (DMSO-d6) δ 8.23–8.20 (m, 3H), 8.08–7.96 (m, 4H), 7.67 (dd, J=2.1, 6.8 Hz, 1H), 7.55 (d, J=3.8 Hz, 1H), 7.49 (d, J=5.1 Hz, 1H), 7.16–7.11 (m, 2H), 3.90 (s, 3H). MS m/z=364 (M+, 100%). Starting materials: C1(=CN2CCCC3=CC=CC1=C23)C(=O)C=2C(NC(C2C2=CNC3=CC=CC=C23)=O)=O (3-(5,6-dihydro-4H-pyrrolo[3,2,1-ij]quinoline-1-carbonyl)-4-(1H-indol-3-yl)-pyrrole-2,5-dione), [H][H] (hydrogen). The reagents and catalysts are [Pd] (Pd—C). The solvent is O1CCCC1 (tetrahydrofuran). Yields the product C1(=CN2CCCC3=CC=CC1=C23)C(=O)[C@@H]2C(NC([C@@H]2C2=CNC3=CC=CC=C23)=O)=O ((±)-cis-3-(5,6-dihydro-4H-pyrrolo[3,2,1-ij]quinoline-1-carbonyl)-4-(1H-indol-3-yl)-pyrrolidine-2,5-dione). Yield: 37.1%. As a reaction SMILES: [C:1]1([C:13]([C:15]2[C:16](=[O:30])[NH:17][C:18](=[O:29])[C:19]=2[C:20]2[C:28]3[C:23](=[CH:24][CH:25]=[CH:26][CH:27]=3)[NH:22][CH:21]=2)=[O:14])[C:11]2=[C:12]3[C:7](=[CH:8][CH:9]=[CH:10]2)[CH2:6][CH2:5][CH2:4][N:3]3[CH:2]=1.[H][H]>O1CCCC1.[Pd]>[C:1]1([C:13]([C@H:15]2[C@@H:19]([C:20]3[C:28]4[C:23](=[CH:24][CH:25]=[CH:26][CH:27]=4)[NH:22][CH:21]=3)[C:18](=[O:29])[NH:17][C:16]2=[O:30])=[O:14])[C:11]2=[C:12]3[C:7](=[CH:8][CH:9]=[CH:10]2)[CH2:6][CH2:5][CH2:4][N:3]3[CH:2]=1. Procedure details: 3-(5,6-dihydro-4H-pyrrolo[3,2,1-ij]quinoline-1-carbonyl)-4-(1H-indol-3-yl)-pyrrole-2,5-dione (500 mg, 1.26 mmol) and 10% Pd—C (300 mg) in anhydrous tetrahydrofuran (60 ml) was stirred at room temperature under 1 atmosphere of hydrogen gas for 1 day. The mixture was filtered through celite and evaporated to dryness. The residue obtained was purified by flash column chromatography (SiO2, 65% EtOAc in hexanes) to yield (±)-cis-3-(5,6-dihydro-4H-pyrrolo[3,2,1-ij]quinoline-1-carbonyl)-4-(1H-indol-3-y... Reactants: C1(=CC=CC=C1)CCCC(CCCC1=CC=CC=C1)NC(=O)C1CCN(CC1)C(=O)C1N(CCCC1)C(=O)OC(C)(C)C (1-(1-tert-butoxycarbonylpiperidine-2-carbonyl)-piperidine-4-carboxylic acid [4-phenyl-1-(3-phenyl-propyl)-butyl]-amide), FC(C(=O)O)(F)F (Trifluoroacetic acid). The solvent is C(Cl)Cl (methylene chloride). Reaction conditions: time 1.5 hour. The product is C1(=CC=CC=C1)CCCC(CCCC1=CC=CC=C1)NC(=O)C1CCN(CC1)C(=O)C1NCCCC1 (1-(piperidine-2-carbonyl)-piperidine-4-carboxylic acid [4-phenyl-1-(3-phenyl-propyl)-butyl]-amide). Isolated yield 94.0%. As a reaction SMILES: [C:1]1([CH2:7][CH2:8][CH2:9][CH:10]([NH:20][C:21]([CH:23]2[CH2:28][CH2:27][N:26]([C:29]([CH:31]3[CH2:36][CH2:35][CH2:34][CH2:33][N:32]3C(OC(C)(C)C)=O)=[O:30])[CH2:25][CH2:24]2)=[O:22])[CH2:11][CH2:12][CH2:13][C:14]2[CH:19]=[CH:18][CH:17]=[CH:16][CH:15]=2)[CH:6]=[CH:5][CH:4]=[CH:3][CH:2]=1.FC(F)(F)C(O)=O>C(Cl)Cl>[C:1]1([CH2:7][CH2:8][CH2:9][CH:10]([NH:20][C:21]([CH:23]2[CH2:28][CH2:27][N:26]([C:29]([CH:31]3[CH2:36][CH2:35][CH2:34][CH2:33][NH:32]3)=[O:30])[CH2:25][CH2:24]2)=[O:22])[CH2:11][CH2:12][CH2:13][C:14]2[CH:15]=[CH:16][CH:17]=[CH:18][CH:19]=2)[CH:2]=[CH:3][CH:4]=[CH:5][CH:6]=1. Procedure: 1-(1-tert-Butoxycarbonylpiperidine-2-carbonyl)-piperidine-4-carboxylic acid [4-phenyl-1-(3-phenyl-propyl)-butyl]-amide (5) (1.41 g; 2.39 mmol) is dissolved in methylene chloride (40 mL) at ambient temperature. Trifluoroacetic acid (20 mL) is added in a slow stream, and the solution is stirred for 1.5 hours at ambient temperature. The solution is concentrated in vacuo at 40° C. The residue is dissolved in methylene chloride (200 mL) and poured onto saturated sodium bicarbonate solution. The pH is... As a reaction SMILES: [N+:1]([C:4]1[CH:5]=[C:6]([CH:28]=[C:29]([C:31]([F:34])([F:33])[F:32])[CH:30]=1)[O:7][C:8]1[CH:13]=[CH:12][C:11]([O:14][C:15]2[CH:20]=[C:19]([C:21]([F:24])([F:23])[F:22])[CH:18]=[C:17]([N+:25]([O-])=O)[CH:16]=2)=[CH:10][CH:9]=1)([O-])=O.[H][H]>CN(C)C=O>[NH2:25][C:17]1[CH:16]=[C:15]([CH:20]=[C:19]([C:21]([F:22])([F:23])[F:24])[CH:18]=1)[O:14][C:11]1[CH:12]=[CH:13][C:8]([O:7][C:6]2[CH:28]=[C:29]([C:31]([F:32])([F:34])[F:33])[CH:30]=[C:4]([NH2:1])[CH:5]=2)=[CH:9][CH:10]=1. Reported procedure: Into a reducing device equipped with a thermometer, a reflux condenser and an agitator were charged 36.5 g of 1,4-bis(3-nitro-5-trifluoromethylphenoxy)benzene (0.0747 mol), 250 mL of N,N-dimethylformamide and 1.8 g of Pd-alumina, and the mixture was reacted at 50° C. for 6 hours in an atmosphere of hydrogen. At the end of the reaction, the catalyst was filtered out, the filtrate was condensed under a reduced pressure to give 1,4-bis(3-amino-5-trifluoromethylphenoxy)benzene as white crystals; Mel... Yields the product NC=1C=C(OC2=CC=C(C=C2)OC2=CC(=CC(=C2)C(F)(F)F)N)C=C(C1)C(F)(F)F (1,4-bis(3-amino-5-trifluoromethylphenoxy)benzene). Reactants: [N+](=O)([O-])C=1C=C(OC2=CC=C(C=C2)OC2=CC(=CC(=C2)C(F)(F)F)[N+](=O)[O-])C=C(C1)C(F)(F)F (1,4-bis(3-nitro-5-trifluoromethylphenoxy)benzene), Pd alumina, [H][H] (hydrogen). Solvent: CN(C=O)C (N,N-dimethylformamide). Conditions: temperature 22 celsius, time 1 hour. Reaction SMILES: [ClH:1].[C:2]([C:6]1[CH:11]=[CH:10][N:9]=[CH:8][CH:7]=1)([CH3:5])([CH3:4])[CH3:3]>>[ClH:1].[C:2]([C:6]1[CH:11]=[CH:10][N:9]=[CH:8][CH:7]=1)([CH3:5])([CH3:4])[CH3:3] |f:2.3|. The yield is 104.7%. Starting materials: Cl (hydrogen chloride), C(C)(C)(C)C1=CC=NC=C1 (4-tert-butylpyridine). Yields the product Cl.C(C)(C)(C)C1=CC=NC=C1 (4-tert-Butylpyridine hydrochloride). Reported procedure: Add a solution of hydrogen chloride (4M in dioxane, 794.36 mmol, 198.59 mL) to 4-tert-butylpyridine (100 mL, 662 mmol) at 22° C. over 30 minutes. The internal temperature rises to 32° C.; control the exotherm with an ice-water bath and the by adjusting rate of the addition. Stir the mixture at 22° C. for one hour and concentrate. Wash the walls of the flask with EtOH. Dry the resulting solid under vacuum (1 mbar, 23-40° C.) to give the title compound as a white solid (119 g, 99%). MS (m/z): 136 ...